From a dataset of the Open Reaction Database (ORD), a public repository of structured organic reaction records. describe an organic reaction: reactants, conditions, products, and yield Reactants: COC(C)(C)OC (2,2-dimethoxypropane), C1(=CC=C(C=C1)S(=O)(=O)O)C (toluene-p-sulphonic acid), C(CCC)O (n-butanol). Conditions: temperature 110 celsius, time 2 hour. Product: C(CCC)OC(C)(C)OCCCC (acetone di-n-butylketal). As a reaction SMILES: [CH3:1][O:2][C:3]([O:6][CH3:7])([CH3:5])[CH3:4].[C:8]1(C)[CH:13]=CC(S(O)(=O)=O)=C[CH:9]=1.[CH2:19](O)[CH2:20][CH2:21]C>>[CH2:1]([O:2][C:3]([O:6][CH2:7][CH2:19][CH2:20][CH3:21])([CH3:5])[CH3:4])[CH2:9][CH2:8][CH3:13]. Procedure details: A mixture of 2,2-dimethoxypropane (31.2 g, 0.3M), n-butanol (48.9 g, 0.66M) and toluene-p-sulphonic acid (0.05 g) is heated at 110° C., removing a fraction boiling below 60° C. over 2 hours. The mixture is cooled, brought to pH 9 with sodium methoxide in methanol, then distilled to give acetone di-n-butylketal b.p. 80° C./15 mm Hg, (33.8 g 60%). A sample of this ketal (18.8 g 0.1 m) and hypophosphorous acid (2.2 g, 0.033M) are stirred at room temperature for 7 days. Fractional distillation gives... Starting materials: Cl.Cl.C(#N)C1[C@@H](CCN2CCC3=C([C@H]12)OC1=C3C=CC=C1)NCCCS(=O)(=O)N ((2R,12bS)-[2-[(cyano-1,3,4,6,7,12b-hexahydrobenzofuro-[2,3-a]quinolizine-2-yl)-amino]-ethyl]methanesulfonamide dihydrochloride), C(=O)(N1C=NC=C1)N1C=NC=C1 (1,1′-carbonyldiimidazole), Cl (hydrogen chloride). Yields the product C=1C(C=CN2C=CC3=C(C12)OC1=C3C=CC=C1)C#N (2H-benzo-furo[2,3-a]quinolizine-2-carbonitrile). As a reaction SMILES: Cl.Cl.C([CH:5]1[C@@H:14]2[N:9]([CH2:10][CH2:11][C:12]3[C:17]4[CH:18]=[CH:19][CH:20]=[CH:21][C:16]=4[O:15][C:13]=32)[CH2:8][CH2:7][C@H:6]1NCCCS(N)(=O)=O)#N.[C:30](N1C=CN=C1)([N:32]1C=CN=C1)=O.Cl>>[CH:5]1[CH:6]([C:30]#[N:32])[CH:7]=[CH:8][N:9]2[C:14]=1[C:13]1[O:15][C:16]3[CH:21]=[CH:20][CH:19]=[CH:18][C:17]=3[C:12]=1[CH:11]=[CH:10]2 |f:0.1.2|. Procedure details: in the second step (2R,12bS)-[2-[(cyano-1,3,4,6,7,12b-hexahydrobenzofuro-[2,3-a]quinolizine-2-yl)-amino]-ethyl]methanesulfonamide dihydrochloride is contacted with 1,1′-carbonyldiimidazole in the presence of a hydrogen chloride acceptor in an organic solvent to obtain (2R,12bS)-1,3,4,6,7,12b-hexahydro-[2,3-methylsulfonyl)-2-oxo-1-imidazolidinyl]-2H-benzo-furo[2,3-a]quinolizine-2-carbonitrile, and in the third step (2R,12bS)-1,3,4,6,7,12b-hexahydro-[2,3-methylsulfonyl)-2-oxo-1-imidazolidinyl]-2H-... The reactants are BrC1=CC=C(C=C1)CCNC(C)=O (N-[2-(4-bromo-phenyl)-ethyl]-acetamide), O=P12OP3(=O)OP(=O)(O1)OP(=O)(O2)O3 (phosphorus pentoxide). The product is BrC1=CC=C2CCN=C(C2=C1)C (7-Bromo-1-methyl-3,4-dihydro-isoquinoline). RXN SMILES: [Br:1][C:2]1[CH:7]=[CH:6][C:5]([CH2:8][CH2:9][NH:10][C:11](=O)[CH3:12])=[CH:4][CH:3]=1.O=P12OP3(OP(OP(O3)(O1)=O)(=O)O2)=O>>[Br:1][C:2]1[CH:7]=[C:6]2[C:5]([CH2:8][CH2:9][N:10]=[C:11]2[CH3:12])=[CH:4][CH:3]=1. Procedure: In close analogy to the procedure described above, N-[2-(4-bromo-phenyl)-ethyl]-acetamide is reacted with phosphorus pentoxide to provide the title compound. Reactants: aqueous solution, C([O-])([O-])=O.[Na+].[Na+] (sodium carbonate), FC1=C(C=CC(=C1)F)C1=C(C=CC=C1)B(O)O (2,4-difluorophenylbenzeneboronic acid), C1(=CC=CC=C1)C (toluene), BrC1=CC=CC(=N1)OCCOC1=CC=C(C=O)C=C1 (4-{2-[(6-bromo-2-pyridinyl)oxy]ethoxy}benzaldehyde), resultant mixture. The reagents and catalysts are C=1C=CC(=CC1)[P](C=2C=CC=CC2)(C=3C=CC=CC3)[Pd]([P](C=4C=CC=CC4)(C=5C=CC=CC5)C=6C=CC=CC6)([P](C=7C=CC=CC7)(C=8C=CC=CC8)C=9C=CC=CC9)[P](C=1C=CC=CC1)(C=1C=CC=CC1)C=1C=CC=CC1 (tetrakis(triphenylphosphine)palladium). Solvent: C(C)O (ethanol). Yields the product FC1=C(C=CC(=C1)F)C1=CC=CC(=N1)OCCOC1=CC=C(C=O)C=C1 (4-{2-[[6-(2,4-difluorophenyl)-2-pyridinyl]oxy]ethoxy}benzaldehyde). The yield is 73.1%. RXN SMILES: C1(C)C=CC=CC=1.Br[C:9]1[N:14]=[C:13]([O:15][CH2:16][CH2:17][O:18][C:19]2[CH:26]=[CH:25][C:22]([CH:23]=[O:24])=[CH:21][CH:20]=2)[CH:12]=[CH:11][CH:10]=1.C(=O)([O-])[O-].[Na+].[Na+].[F:33][C:34]1[CH:39]=[C:38]([F:40])[CH:37]=[CH:36][C:35]=1C1C=CC=CC=1B(O)O>C(O)C.C1C=CC([P]([Pd]([P](C2C=CC=CC=2)(C2C=CC=CC=2)C2C=CC=CC=2)([P](C2C=CC=CC=2)(C2C=CC=CC=2)C2C=CC=CC=2)[P](C2C=CC=CC=2)(C2C=CC=CC=2)C2C=CC=CC=2)(C2C=CC=CC=2)C2C=CC=CC=2)=CC=1>[F:33][C:34]1[CH:39]=[C:38]([F:40])[CH:37]=[CH:36][C:35]=1[C:9]1[N:14]=[C:13]([O:15][CH2:16][CH2:17][O:18][C:19]2[CH:26]=[CH:25][C:22]([CH:23]=[O:24])=[CH:21][CH:20]=2)[CH:12]=[CH:11][CH:10]=1 |f:2.3.4,^1:56,58,77,96|. Procedure: To a toluene (80 mL) solution containing 4-{2-[(6-bromo-2-pyridinyl)oxy]ethoxy}benzaldehyde (1 g) and tetrakis(triphenylphosphine)palladium (0.18 g), a 2M aqueous solution (4 mL) of sodium carbonate and a solution of 2,4-difluorophenylbenzeneboronic acid (0.64 g) in ethanol (4 mL) were added. The resultant mixture was refluxed for four hours. After completion of reaction, the reaction mixture was poured into saturated saline, and the thus-obtained toluene layer of the resultant mixture was separ... Starting materials: BrC1C=CCCCCC1, CCOCC, CC(C)[Mg+], CC=O, [Cl-], Cl. Product: CC(O)C1C=CCCCCC1. RXN SMILES: [Br:1][CH:2]1[CH:3]=[CH:4][CH2:5][CH2:6][CH2:7][CH2:8][CH2:9]1.[CH3:19][CH2:20][O:21][CH2:22][CH3:23].[CH:11]([Mg+:12])([CH3:13])[CH3:14].[CH:15]([CH3:16])=[O:17].[Cl-:10].[ClH:18]>>[CH:2]1([CH:15]([CH3:16])[OH:17])[CH:3]=[CH:4][CH2:5][CH2:6][CH2:7][CH2:8][CH2:9]1. Product: CC(C)(C)OC(=O)NCCCCC(CO)NC(=O)OCc1ccccc1. Starting materials: B, CC(C)(C)OC(=O)NCCCCC(NC(=O)OCc1ccccc1)C(=O)O, C1CCOC1. Reaction SMILES: [BH3:28].[CH2:1]([c:2]1[cH:3][cH:4][cH:5][cH:6][cH:7]1)[O:8][C:9](=[O:10])[NH:11][CH:12]([C:13](=[O:14])[OH:15])[CH2:16][CH2:17][CH2:18][CH2:19][NH:20][C:21](=[O:22])[O:23][C:24]([CH3:25])([CH3:26])[CH3:27].[CH2:29]1[O:30][CH2:31][CH2:32][CH2:33]1>>[CH2:1]([c:2]1[cH:3][cH:4][cH:5][cH:6][cH:7]1)[O:8][C:9](=[O:10])[NH:11][CH:12]([CH2:13][OH:14])[CH2:16][CH2:17][CH2:18][CH2:19][NH:20][C:21](=[O:22])[O:23][C:24]([CH3:25])([CH3:26])[CH3:27]. Reactants: C(C)(=O)[O-].[Na+] (sodium acetate), [OH-].[Na+] (sodium hydroxide), FC(C1=C(C=CC=C1)SCCC=O)(F)F (3-(2-trifluoromethylphenylthio)propanal), C(CC(=O)C)(=O)OC (methyl acetoacetate), Cl (hydrochloric acid), Cl (hydrochloric acid). Reagents/catalysts: [Br-].C(CCC)[N+](CCCC)(CCCC)CCCC (tetrabutylammonium bromide). The solvent is C1(=CC=CC=C1)C (toluene), O (water). Reaction conditions: time 2 hour. The product is OC(CC(C)=O)CCSC1=C(C=CC=C1)C(F)(F)F (4-hydroxy-6-(2-trifluoromethylphenylthio)-2-hexanone). Isolated yield 93.7%. RXN SMILES: C(OC)(=O)[CH2:2][C:3]([CH3:5])=[O:4].[OH-].[Na+].Cl.C([O-])(=O)C.[Na+].[F:17][C:18]([F:31])([F:30])[C:19]1[CH:24]=[CH:23][CH:22]=[CH:21][C:20]=1[S:25][CH2:26][CH2:27][CH:28]=[O:29]>O.[Br-].C([N+](CCCC)(CCCC)CCCC)CCC.C1(C)C=CC=CC=1>[OH:29][CH:28]([CH2:27][CH2:26][S:25][C:20]1[CH:21]=[CH:22][CH:23]=[CH:24][C:19]=1[C:18]([F:30])([F:17])[F:31])[CH2:2][C:3](=[O:4])[CH3:5] |f:1.2,4.5,8.9|. Procedure details: 15.1 Grams of methyl acetoacetate were dissolved in 20 ml of water, and 19.4 g of a 28% aqueous sodium hydroxide solution were added thereto by drops while cooling the mixture to 35° C. or less. After having been stirred at 30°-35° C. for 2 hours, the mixture was adjusted to pH 7.5 with a concentrated aqueous hydrochloric acid solution. Thereafter, 0.82 g of sodium acetate and 3.22 g of tetrabutylammonium bromide were added thereto and then 60.3 g of a toluene solution containing 36.9% of 3-(2-t... Reactants: ClC1=CC(=C(C=C1F)C=1N=C(C2=C(N1)CS(C2)(=O)=O)N2CCC(CC2)=O)F (1-[2-(4-chloro-2,5-difluorophenyl)-6,6-dioxido-5,7-dihydrothieno[3,4-d]pyrimidin-4-yl]piperidin-4-one), Cl.NCCCC(=O)OCC (ethyl 4-aminobutyrate hydrochloride), ClC(C)Cl (dichloroethane), C(C)(=O)O[BH-](OC(C)=O)OC(C)=O.[Na+] (sodium triacetoxyborohydride), C([O-])(O)=O.[Na+] (sodium bicarbonate). The solvent is CN(C)C=O (DMF), C(C)(=O)O (acetic acid). As a reaction SMILES: [Cl:1][C:2]1[C:7]([F:8])=[CH:6][C:5]([C:9]2[N:10]=[C:11]([N:20]3[CH2:25][CH2:24][C:23](=O)[CH2:22][CH2:21]3)[C:12]3[CH2:17][S:16](=[O:19])(=[O:18])[CH2:15][C:13]=3[N:14]=2)=[C:4]([F:27])[CH:3]=1.Cl.[NH2:29][CH2:30][CH2:31][CH2:32][C:33]([O:35][CH2:36][CH3:37])=[O:34].ClC(Cl)C.C(O[BH-](OC(=O)C)OC(=O)C)(=O)C.[Na+].C(=O)(O)[O-].[Na+]>CN(C=O)C.C(O)(=O)C>[Cl:1][C:2]1[C:7]([F:8])=[CH:6][C:5]([C:9]2[N:10]=[C:11]([N:20]3[CH2:25][CH2:24][CH:23]([NH:29][CH2:30][CH2:31][CH2:32][C:33]([O:35][CH2:36][CH3:37])=[O:34])[CH2:22][CH2:21]3)[C:12]3[CH2:17][S:16](=[O:19])(=[O:18])[CH2:15][C:13]=3[N:14]=2)=[C:4]([F:27])[CH:3]=1.[Cl:1][C:2]1[C:7]([F:8])=[CH:6][C:5]([C:9]2[N:10]=[C:11]([N:20]3[CH2:21][CH2:22][CH:23]([N:29]4[CH2:30][CH2:31][CH2:32][C:33]4=[O:35])[CH2:24][CH2:25]3)[C:12]3[CH2:17][S:16](=[O:18])(=[O:19])[CH2:15][C:13]=3[N:14]=2)=[C:4]([F:27])[CH:3]=1 |f:1.2,4.5,6.7|. Reported procedure: A mixture of 230 mg of 1-[2-(4-chloro-2,5-difluorophenyl)-6,6-dioxido-5,7-dihydrothieno[3,4-d]pyrimidin-4-yl]piperidin-4-one, 140 mg of ethyl 4-aminobutyrate hydrochloride, 0.1 ml of acetic acid, 5 ml of dichloroethane, and 5 ml of DMF was stirred at ambient temperature for 1 hour, here was then added 353 mg of sodium triacetoxyborohydride, and the mixture was stirred at ambient temperature for 19 hours. Saturated aqueous sodium bicarbonate solution was added to the reaction mixture, the mixture... Conditions: time 1 hour. The product is ClC1=CC(=C(C=C1F)C=1N=C(C2=C(N1)CS(C2)(=O)=O)N2CCC(CC2)NCCCC(=O)OCC)F (ethyl 4-({1-[2-(4-chloro-2,5-difluorophenyl)-6,6-dioxido-5,7-dihydrothieno[3,4-d]pyrimidin-4-yl]piperidin-4-yl}amino)butanoate), ClC1=CC(=C(C=C1F)C=1N=C(C2=C(N1)CS(C2)(=O)=O)N2CCC(CC2)N2C(CCC2)=O)F (1-{1-[2-(4-chloro-2,5-difluorophenyl)-6,6-dioxido-5,7-dihydrothieno[3,4-d]pyrimidin-4-yl]piperidin-4-yl}pyrrolidin-2-one). Reactants: CC(O)c1cccc(Nc2nccc(-c3ccc(Br)s3)n2)c1, CC(=O)[O-], C=Cc1cccc(C)c1, CS(C)=O, [Na+], CN(C)C=O. Yields the product Cc1cccc(C=Cc2ccc(-c3ccnc(Nc4cccc(C(C)O)c4)n3)s2)c1. Reaction SMILES: [Br:1][c:2]1[cH:3][cH:4][c:5](-[c:7]2[n:8][c:9]([NH:13][c:14]3[cH:15][c:16]([CH:20]([CH3:21])[OH:22])[cH:17][cH:18][cH:19]3)[n:10][cH:11][cH:12]2)[s:6]1.[C:32]([O-:33])(=[O:34])[CH3:35].[CH3:23][c:24]1[cH:25][c:26]([CH:27]=[CH2:28])[cH:29][cH:30][cH:31]1.[CH3:42][S:43]([CH3:44])=[O:45].[Na+:36].[O:37]=[CH:38][N:39]([CH3:40])[CH3:41]>>[c:2]1([CH:28]=[CH:27][c:26]2[cH:25][c:24]([CH3:23])[cH:31][cH:30][cH:29]2)[cH:3][cH:4][c:5](-[c:7]2[n:8][c:9]([NH:13][c:14]3[cH:15][c:16]([CH:20]([CH3:21])[OH:22])[cH:17][cH:18][cH:19]3)[n:10][cH:11][cH:12]2)[s:6]1. The reactants are C(C)OC(=O)C1=NC(=CC=C1)COC1=C(C(=CC=C1)C1SC(=NN1C(C1=C(C=C(C=C1F)F)F)=O)C1=CC=C(C=C1)F)OCC#N (6-{2-Cyanomethoxy-3-[5-(4-fluoro-phenyl)-3-(2,4,6-trifluoro-benzoyl)-2,3-dihydro-[1,3,4]thiadiazol-2-yl]-phenoxymethyl}-pyridine-2-carboxylic acid ethyl ester), C1CCOC1 (THF), [Li+].[OH-] (LiOH). Solvent: CO (MeOH). Run at time 1 hour. Product: FC1=CC=C(C=C1)C1=NN(C(S1)C=1C(=C(OCC2=CC=CC(=N2)C(=O)O)C=CC1)OCC(=O)OC)C(C1=C(C=C(C=C1F)F)F)=O (6-{3-[5-(4-fluoro-phenyl)-3-(2,4,6-trifluoro-benzoyl)-2,3-dihydro-[1,3,4]thiadiazol-2-yl]-2-methoxycarbonylmethoxy-phenoxymethyl}-pyridine-2-carboxylic acid). RXN SMILES: C([O:3][C:4]([C:6]1[CH:11]=[CH:10][CH:9]=[C:8]([CH2:12][O:13][C:14]2[CH:19]=[CH:18][CH:17]=[C:16]([CH:20]3[N:24]([C:25](=[O:35])[C:26]4[C:31]([F:32])=[CH:30][C:29]([F:33])=[CH:28][C:27]=4[F:34])[N:23]=[C:22]([C:36]4[CH:41]=[CH:40][C:39]([F:42])=[CH:38][CH:37]=4)[S:21]3)[C:15]=2[O:43][CH2:44][C:45]#N)[N:7]=1)=[O:5])C.[Li+].[OH-:48].C1[CH2:53][O:52]CC1>CO>[F:42][C:39]1[CH:40]=[CH:41][C:36]([C:22]2[S:21][CH:20]([C:16]3[C:15]([O:43][CH2:44][C:45]([O:52][CH3:53])=[O:48])=[C:14]([CH:19]=[CH:18][CH:17]=3)[O:13][CH2:12][C:8]3[N:7]=[C:6]([C:4]([OH:3])=[O:5])[CH:11]=[CH:10][CH:9]=3)[N:24]([C:25](=[O:35])[C:26]3[C:27]([F:34])=[CH:28][C:29]([F:33])=[CH:30][C:31]=3[F:32])[N:23]=2)=[CH:37][CH:38]=1 |f:1.2|. Procedure details: 6-{2-Cyanomethoxy-3-[5-(4-fluoro-phenyl)-3-(2,4,6-trifluoro-benzoyl)-2,3-dihydro-[1,3,4]thiadiazol-2-yl]-phenoxymethyl}-pyridine-2-carboxylic acid ethyl ester is dissolved in THF (1.5 mL) and MeOH (1.0 mL), LiOH (1 M) (0.5 mL) is added. After stirring for 1 hour, the solvent is removed from the reaction mixture. A mixture of MeOH/DMSO is added to the residue and resultant solution is filtered. The clear solution is purified by preparative LC/MS (20-100% MeCN/H2O) to give 6-{3-[5-(4-fluoro-phenyl...